From a dataset of the Open Reaction Database (ORD), a public repository of structured organic reaction records. describe an organic reaction: reactants, conditions, products, and yield Starting materials: C([O-])([O-])=O (carbonate), CI (methyl iodide), solution, C(C1=CC=CC=C1)N1C2=CC=CC=C2C=2C(=CC(=C(C12)O)CC(=O)OC)C (methyl (9-benzyl-1-hydroxy-4-methylcarbazol-2-yl)acetate), C(C)(=O)OCC (ethyl acetate). Solvent: CN(C=O)C (dimethyl formamide). Conditions: time 1 hour. The product is C(C1=CC=CC=C1)N1C2=CC=CC=C2C=2C(=CC(=C(C12)OC)CC(=O)OC)C (Methyl (9-Benzyl-1-methoxy-4-methylcarbazol-2-yl)acetate). Yield: 101.1%. Reaction SMILES: [C:1](=O)([O-])[O-].CI.[CH2:7]([N:14]1[C:26]2[C:25]([OH:27])=[C:24]([CH2:28][C:29]([O:31][CH3:32])=[O:30])[CH:23]=[C:22]([CH3:33])[C:21]=2[C:20]2[C:15]1=[CH:16][CH:17]=[CH:18][CH:19]=2)[C:8]1[CH:13]=[CH:12][CH:11]=[CH:10][CH:9]=1.C(OCC)(=O)C>CN(C)C=O>[CH2:7]([N:14]1[C:26]2[C:25]([O:27][CH3:1])=[C:24]([CH2:28][C:29]([O:31][CH3:32])=[O:30])[CH:23]=[C:22]([CH3:33])[C:21]=2[C:20]2[C:15]1=[CH:16][CH:17]=[CH:18][CH:19]=2)[C:8]1[CH:13]=[CH:12][CH:11]=[CH:10][CH:9]=1. Reported procedure: 120 mg of anhydrous pottasium carbonate and 0.14 ml of methyl iodide were added to 4 ml of a solution of 80 mg of methyl (9-benzyl-1-hydroxy-4-methylcarbazol-2-yl)acetate, as obtained in Example 219, in dimethyl formamide, at room temperature, and the reaction mixture was stirred for 1 hour. After this time, the reaction mixture was diluted with an excess of ethyl acetate, and then washed with a saturated aqueous solution of sodium chloride. The resulting organic layer was dried over anhydrous s...